From a dataset of the Open Reaction Database (ORD), a public repository of structured organic reaction records. describe an organic reaction: reactants, conditions, products, and yield The reactants are ClC1=C(C=CC(=C1)N1N=C(C=C1)C)C(=O)N1CC=2N(CC3=C1C=CC=C3)C(=CC2)C ([2-Chloro-4-(3-methylpyrazol-1-yl)-phenyl]-(3-methyl-5H,11H-pyrrolo[2,1-c][1,4]-benzodiazepin-10-yl)-methanone), ClC1=C(C(=O)O)C=CC(=C1)N1N=C(C=C1)C (2-chloro-4-(3-methylpyrazol-1-yl)-benzoic acid), C(C(=O)Cl)(=O)Cl (oxalyl chloride). Reagents/catalysts: CN(C=O)C (dimethylformamide). Solvent: ClCCl (dichloromethane). Run at time 18 hour. Product: ClC1=C(C(=O)Cl)C=CC(=C1)N1N=C(C=C1)C (2-chloro-4-(3-methyl-pyrazol-1-yl)-benzoyl chloride). Reaction SMILES: [Cl:1][C:2]1[CH:7]=[C:6]([N:8]2[CH:12]=[CH:11][C:10]([CH3:13])=[N:9]2)[CH:5]=[CH:4][C:3]=1[C:14](N1C2C=CC=CC=2CN2C(C)=CC=C2C1)=[O:15].[Cl:31]C1C=C(N2C=CC(C)=N2)C=CC=1C(O)=O.C(Cl)(=O)C(Cl)=O>CN(C)C=O.ClCCl>[Cl:1][C:2]1[CH:7]=[C:6]([N:8]2[CH:12]=[CH:11][C:10]([CH3:13])=[N:9]2)[CH:5]=[CH:4][C:3]=1[C:14]([Cl:31])=[O:15]. Procedure: Step e) [2-Chloro-4-(3-methylpyrazol-1-yl)-phenyl]-(3-methyl-5H,11H-pyrrolo[2,1-c][1,4]-benzodiazepin-10-yl)-methanone: A mixture of 2-chloro-4-(3-methylpyrazol-1-yl)-benzoic acid (0.18 g) from step c) of Example 10, oxalyl chloride (0.18 g) and one drop of dimethylformamide in dichloromethane (10 ml), was stirred at room temperature for 18 hours. The mixture was concentrated in vacuo, and the residue was redissolved in dichloromethane and reconcentrated in vacuo to yield 2-chloro-4-(3-methyl-py...